This data is from the Open Reaction Database (ORD), a public repository of structured organic reaction records. The task is: describe an organic reaction: reactants, conditions, products, and yield Reaction SMILES: [C:1]([CH2:2][CH2:3][CH2:4][CH2:5][CH2:6][CH2:7][CH3:8])(=[O:9])[Cl:10].[F:11][c:12]1[n:13][c:14](-[c:19]2[cH:20][cH:21][c:22]([O:25][CH2:26][CH2:27][CH2:28][CH2:29][CH2:30][CH2:31][CH2:32][CH3:33])[cH:23][cH:24]2)[cH:15][cH:16][c:17]1[OH:18].[OH2:34].[cH:35]1[cH:36][cH:37][n:38][cH:39][cH:40]1>>[C:1]([CH2:2][CH2:3][CH2:4][CH2:5][CH2:6][CH2:7][CH3:8])(=[O:9])[O:18][c:17]1[c:12]([F:11])[n:13][c:14](-[c:19]2[cH:20][cH:21][c:22]([O:25][CH2:26][CH2:27][CH2:28][CH2:29][CH2:30][CH2:31][CH2:32][CH3:33])[cH:23][cH:24]2)[cH:15][cH:16]1. The reactants are CCCCCCCC(=O)Cl, CCCCCCCCOc1ccc(-c2ccc(O)c(F)n2)cc1, O, c1ccncc1. Yields the product CCCCCCCCOc1ccc(-c2ccc(OC(=O)CCCCCCC)c(F)n2)cc1. Starting materials: ClC1=NC=CC(=N1)C1=CC=C(N(C)C)C=C1 (4-(2-chloropyrimidin-4-yl)-N,N-dimethylaniline), CN1C(=NN=C1)C1=CC=C(N)C=C1 (4-(4-methyl-4H-1,2,4-triazol-3-yl)aniline), CN(C)C1=CC=CC=C1C2=CC=CC=C2P(C3CCCCC3)C4CCCCC4 (Davephos), CC(C)(C)[O-].[Na+] (NaOtBu). Reagents/catalysts: C=1C=CC(=CC1)/C=C/C(=O)/C=C/C2=CC=CC=C2.C=1C=CC(=CC1)/C=C/C(=O)/C=C/C2=CC=CC=C2.C=1C=CC(=CC1)/C=C/C(=O)/C=C/C2=CC=CC=C2.[Pd].[Pd] (Pd2(dba)3). Solvent: COCCOC (DME). Run at temperature 140 celsius. Yields the product CN(C1=CC=C(C=C1)C1=NC(=NC=C1)NC1=CC=C(C=C1)C1=NN=CN1C)C (4-(4-(dimethylamino)phenyl)-N-(4-(4-methyl-4H-1,2,4-triazol-3-yl)phenyl)pyrimidin-2-amine). RXN SMILES: Cl[C:2]1[N:7]=[C:6]([C:8]2[CH:16]=[CH:15][C:11]([N:12]([CH3:14])[CH3:13])=[CH:10][CH:9]=2)[CH:5]=[CH:4][N:3]=1.[CH3:17][N:18]1[CH:22]=[N:21][N:20]=[C:19]1[C:23]1[CH:29]=[CH:28][C:26]([NH2:27])=[CH:25][CH:24]=1.CN(C1C(C2C(P(C3CCCCC3)C3CCCCC3)=CC=CC=2)=CC=CC=1)C.CC([O-])(C)C.[Na+]>C1C=CC(/C=C/C(/C=C/C2C=CC=CC=2)=O)=CC=1.C1C=CC(/C=C/C(/C=C/C2C=CC=CC=2)=O)=CC=1.C1C=CC(/C=C/C(/C=C/C2C=CC=CC=2)=O)=CC=1.[Pd].[Pd].COCCOC>[CH3:13][N:12]([CH3:14])[C:11]1[CH:15]=[CH:16][C:8]([C:6]2[CH:5]=[CH:4][N:3]=[C:2]([NH:27][C:26]3[CH:25]=[CH:24][C:23]([C:19]4[N:18]([CH3:17])[CH:22]=[N:21][N:20]=4)=[CH:29][CH:28]=3)[N:7]=2)=[CH:9][CH:10]=1 |f:3.4,5.6.7.8.9|. Reported procedure: A mixture of 4-(2-chloropyrimidin-4-yl)-N,N-dimethylaniline (50 mg, 0.2 mmol) [obtained from 4-(dimethylamino)phenylboronic acid and 2,4-dicholorpyrimidine by following procedure B], 4-(4-methyl-4H-1,2,4-triazol-3-yl)aniline (45 mg, 0.25 mmol), Davephos (3 mg, 0.006 mmol), Pd2(dba)3 (2 mg, 0.002 mmol), NaOtBu (30 mg, 0.28 mmol) and DME (1.0 mL) was placed in a sealed tube and heated to 140° C. in a microwave for 30 min. The reaction mixture was cooled, filtered through a pad of Celite, washed wi...